This data is from the Open Reaction Database (ORD), a public repository of structured organic reaction records. The task is: describe an organic reaction: reactants, conditions, products, and yield Starting materials: [BH4-].[Na+] (Sodium borohydride), COC(=O)CN1N=NC=C1\C=C\1/CN(CCC1=O)C(C1=CC=CC=C1)(C1=CC=CC=C1)C1=CC=CC=C1 ((E)-3-{[1-(methoxycarbonylmethyl)-1H-1,2,3-triazol-5-yl]methylidene}-1-(triphenylmethyl)piperidin-4-one). The solvent is O1CCCC1 (tetrahydrofuran). Run at temperature 0 celsius, time 4 hour. The product is COC(=O)CN1N=NC=C1\C=C\1/CN(CCC1O)C(C1=CC=CC=C1)(C1=CC=CC=C1)C1=CC=CC=C1 ((E)-3-{[1-(Methoxycarbonylmethyl)-1H-1,2,3-triazol-5-yl]methylidene}-1-(triphenylmethyl)piperidin-4-ol). Yield: 29.1%. As a reaction SMILES: [BH4-].[Na+].[CH3:3][O:4][C:5]([CH2:7][N:8]1[C:12](/[CH:13]=[C:14]2\[CH2:15][N:16]([C:21]([C:34]3[CH:39]=[CH:38][CH:37]=[CH:36][CH:35]=3)([C:28]3[CH:33]=[CH:32][CH:31]=[CH:30][CH:29]=3)[C:22]3[CH:27]=[CH:26][CH:25]=[CH:24][CH:23]=3)[CH2:17][CH2:18][C:19]\2=[O:20])=[CH:11][N:10]=[N:9]1)=[O:6]>O1CCCC1>[CH3:3][O:4][C:5]([CH2:7][N:8]1[C:12](/[CH:13]=[C:14]2\[CH2:15][N:16]([C:21]([C:34]3[CH:35]=[CH:36][CH:37]=[CH:38][CH:39]=3)([C:28]3[CH:29]=[CH:30][CH:31]=[CH:32][CH:33]=3)[C:22]3[CH:23]=[CH:24][CH:25]=[CH:26][CH:27]=3)[CH2:17][CH2:18][CH:19]\2[OH:20])=[CH:11][N:10]=[N:9]1)=[O:6] |f:0.1|. Procedure: Sodium borohydride (830 mg) was added to a solution of (E)-3-{[1-(methoxycarbonylmethyl)-1H-1,2,3-triazol-5-yl]methylidene}-1-(triphenylmethyl)piperidin-4-one (21.46 g) in tetrahydrofuran (500 ml) at 0° C. After the mixture was stirred at 0° C. for 4 hours, it was filtered, and the filtrate was diluted with ethyl acetate. Then the reaction was quenched by addition of a saturated aqueous ammonium chloride solution. The mixture was extracted with ethyl acetate, and the separated organic layer was ... Reactants: C(C=1C(=CC=CC1)OC)=O (o-Anisaldehyde), C(CCS)S (1,3-propanedithiol), B(F)(F)F (BF3), S1SCCCC1 (dithiane), [Li]CCCC (n-BuLi), C(C=CC1=CC=CC=C1)(=O)OC (methyl cinnamate), CN1C(N(CC1)C)=O (1,3-dimethyl-2-imidazolidone-). Solvent: C(Cl)Cl (CH2Cl2). Yields the product COC1=C2CC(CC(C2=CC=C1)=O)C1=CC=CC=C1 (5-Methoxy-3-phenyl-1-tetralone). Reaction SMILES: [CH:1](=O)[C:2]1[C:3]([O:8][CH3:9])=[CH:4][CH:5]=[CH:6][CH:7]=1.C(S)CCS.B(F)(F)F.S1CCCCS1.[Li]CCCC.[C:31](OC)(=[O:40])[CH:32]=[CH:33][C:34]1[CH:39]=[CH:38][CH:37]=[CH:36][CH:35]=1.CN1CCN(C)C1=O>C(Cl)Cl>[CH3:9][O:8][C:3]1[CH:4]=[CH:5][CH:6]=[C:7]2[C:2]=1[CH2:1][CH:33]([C:34]1[CH:39]=[CH:38][CH:37]=[CH:36][CH:35]=1)[CH2:32][C:31]2=[O:40]. Reported procedure: o-Anisaldehyde (20.5 g) was treated with 1,3-propanedithiol (24 ml) in the presence of BF3 etherate (4 ml) and CH2Cl2 (300 ml). This dithiane derivative (4.7 g) was reacted with n-BuLi (2.5 M hexane solution) (7.3 ml), methyl cinnamate (3.4 g) and 1,3-dimethyl-2-imidazolidone-(4.6 ml) affording the desired product (M+H)+ 389. Desulfurization was accomplished with Raney Nickel and EtOH, followed by hydrolysis to the desired carboxylic acid. Cyclization to the desired 5 methoxy 3 phenyl 1 tetralon... Reactants: ClC=1C=C(C(=CC1)C)C(=O)OCC (ethyl 4-chloro-o-toluate), BrN1C(CCC1=O)=O (N-bromosuccinimide). The product is BrCC=1C(=CC(=CC1)Cl)C(=O)OCC (ethyl α-bromo-4-chloro-o-toluate). As a reaction SMILES: [Cl:1][C:2]1[CH:3]=[C:4]([C:9]([O:11][CH2:12][CH3:13])=[O:10])[C:5]([CH3:8])=[CH:6][CH:7]=1.[Br:14]N1C(=O)CCC1=O>>[Br:14][CH2:8][C:5]1[C:4]([C:9]([O:11][CH2:12][CH3:13])=[O:10])=[CH:3][C:2]([Cl:1])=[CH:7][CH:6]=1. Procedure details: Reaction of ethyl 4-chloro-o-toluate with N-bromosuccinimide as described in Example 1a provides ethyl α-bromo-4-chloro-o-toluate as an oil. Reactants: C(=O)(OC)C1=C(C2=C(N3C(=CS2)C=CC=C3)C(C1)=O)C(=O)OCC (3-carbomethoxy-4-carbethoxy-1-oxo-pyrido[2,1-C][1,4]benzothiazine), Cl (HCl). Reaction conditions: temperature 60 celsius, time 2 hour. Solvent: [OH-].[Na+] (NaOH), C(C)O (ethanol). Yields the product O=C1CC(=C(C2=C1N1C(=CS2)C=CC=C1)C(=O)O)C(=O)O (1-Oxo-pyrido[2,1-C][1.4]benzothiazine-3,4-dicarboxylic acid). Isolated yield 74.0%. Procedure details: A mixture of 12 g of 3-carbomethoxy-4-carbethoxy-1-oxo-pyrido[2,1-C][1,4]benzothiazine in 270 ml 0.5N NaOH and 60 ml ethanol was stirred at 60° C. for 2 hrs. It was then acidified with 1N HCl, filtered, the precipitate washed with water and dried to give 8.5 g crude solid which was purified by dissolving in IN NaOH, and crystallizing out by addition of IN HCl. It was then filtered, washed with water and ether to give 7.8 g product, m.p. 222° C. (decomposition). RXN SMILES: [C:1]([C:5]1[CH2:18][C:17](=[O:19])[C:8]2[N:9]3[CH:16]=[CH:15][CH:14]=[CH:13][C:10]3=[CH:11][S:12][C:7]=2[C:6]=1[C:20]([O:22]CC)=[O:21])([O:3]C)=[O:2].Cl>[OH-].[Na+].C(O)C>[O:19]=[C:17]1[C:8]2[N:9]3[CH:16]=[CH:15][CH:14]=[CH:13][C:10]3=[CH:11][S:12][C:7]=2[C:6]([C:20]([OH:22])=[O:21])=[C:5]([C:1]([OH:3])=[O:2])[CH2:18]1 |f:2.3|. The reactants are Clc1nc2ccccc2[nH]1, IC1CCCC1, [K+], [K+], O=C([O-])[O-], CN(C)C=O. The product is Clc1nc2ccccc2n1C1CCCC1. RXN SMILES: [Cl:1][c:2]1[n:3][c:4]2[c:5]([nH:6]1)[cH:7][cH:8][cH:9][cH:10]2.[I:17][CH:18]1[CH2:19][CH2:20][CH2:21][CH2:22]1.[K+:11].[K+:12].[O-:13][C:14]([O-:15])=[O:16].[O:23]=[CH:24][N:25]([CH3:26])[CH3:27]>>[Cl:1][c:2]1[n:3][c:4]2[c:5]([n:6]1[CH:18]1[CH2:19][CH2:20][CH2:21][CH2:22]1)[cH:7][cH:8][cH:9][cH:10]2. Reactants: Cl.ClC1=NC2=CC=CC=C2C(=N1)N(C)C1=CC=C(C=C1)OC ((2-chloro-quinazolin-4-yl)-(4-methoxy-phenyl)-methyl-amine hydrochloride), NCCCCO (4-amino-butan-1-ol). Yields the product COC1=CC=C(C=C1)N(C1=NC(=NC2=CC=CC=C12)NCCCCO)C (4-{4-[(4-Methoxy-phenyl)-methyl-amino]-quinazolin-2-ylamino}-butan-1-ol). As a reaction SMILES: Cl.Cl[C:3]1[N:12]=[C:11]([N:13]([C:15]2[CH:20]=[CH:19][C:18]([O:21][CH3:22])=[CH:17][CH:16]=2)[CH3:14])[C:10]2[C:5](=[CH:6][CH:7]=[CH:8][CH:9]=2)[N:4]=1.[NH2:23][CH2:24][CH2:25][CH2:26][CH2:27][OH:28]>>[CH3:22][O:21][C:18]1[CH:19]=[CH:20][C:15]([N:13]([CH3:14])[C:11]2[C:10]3[C:5](=[CH:6][CH:7]=[CH:8][CH:9]=3)[N:4]=[C:3]([NH:23][CH2:24][CH2:25][CH2:26][CH2:27][OH:28])[N:12]=2)=[CH:16][CH:17]=1 |f:0.1|. Reported procedure: The title compound was prepared from (2-chloro-quinazolin-4-yl)-(4-methoxy-phenyl)-methyl-amine hydrochloride (81 mg, 0.24 mmol) and 4-amino-butan-1-ol (69 μL, 0.75 mmol) by a procedure similar to Example 180, yielding a pale yellow oil (55 mg; 65%). 1H NMR (CDCl3) δ 7.48 (m, 1H), 7.38 (m, 1H), 7.12 (m, 2H), 6.91 (m, 2H), 6.81 (m, 1H),6.69 (m, 1H), 3.84 (s, 3H), 3.78 (t, J=6 Hz, 2H), 3.60 (m, 2H), 3.53 (s, 3H), 1.82 (m, 2H), 1.73 (m, 2H); LC-MS (ESI+; 353 ([M+H]+)). Reactants: C([O-])([O-])=O.[K+].[K+] (potassium carbonate), C=1C=CC(=CC1)N=NC=2C=CC(=NC2N)N.Cl (phenazopyridine hydrochloride), C(C)(=O)OCC (ethyl acetate). Solvent: O (water). Run at time 30 minute. The product is C=1C=CC(=CC1)N=NC=2C=CC(=NC2N)N (Phenazopyridine). RXN SMILES: C(=O)([O-])[O-].[K+].[K+].[CH:7]1[CH:8]=[CH:9][C:10]([N:13]=[N:14][C:15]2[CH:16]=[CH:17][C:18]([NH2:22])=[N:19][C:20]=2[NH2:21])=[CH:11][CH:12]=1.Cl.C(OCC)(=O)C>O>[CH:7]1[CH:12]=[CH:11][C:10]([N:13]=[N:14][C:15]2[CH:16]=[CH:17][C:18]([NH2:22])=[N:19][C:20]=2[NH2:21])=[CH:9][CH:8]=1 |f:0.1.2,3.4|. Procedure details: To a solution of 27.6 grams (200 mmol) of potassium carbonate in 200 mL of water was added 20.0 grams (80 mmol) of phenazopyridine hydrochloride followed by 200 mL of ethyl acetate. The mixture was stirred at room temperature for 30 minutes. The layers were separated and the aqueous layer was extracted one time with 100 mL of ethyl acetate. The ethyl acetate layer was dried over sodium sulfate, and filtered. The filtrate was concentrated under diminished pressure and the product was dried under ... Reactants: ClC1=CC2=C(NC(C(NC2=O)CCC2=C(C=CC=C2)Cl)=O)C=C1 (7-Chloro-3-(2-chlorophenethyl)-3,4-dihydro-1H-benzo[e][1,4]diazepine-2,5-dione), O (Water), ClCC1=CC=C(C=C1)OC (1-(chloromethyl)-4-methoxybenzene), C([O-])([O-])=O.[K+].[K+] (potassium carbonate). Run in CN(C)C=O (DMF). Reaction conditions: time 8 hour. The product is ClC1=CC2=C(N(C(C(NC2=O)CCC2=C(C=CC=C2)Cl)=O)CC2=CC=C(C=C2)OC)C=C1 (7-Chloro-3-(2-chlorophenethyl)-1-(4-methoxybenzyl)-3,4-dihydro-1H-benzo[e][1,4]diazepine-2,5-dione). The yield is 72.2%. Reaction SMILES: [Cl:1][C:2]1[CH:23]=[CH:22][C:5]2[NH:6][C:7](=[O:21])[CH:8]([CH2:12][CH2:13][C:14]3[CH:19]=[CH:18][CH:17]=[CH:16][C:15]=3[Cl:20])[NH:9][C:10](=[O:11])[C:4]=2[CH:3]=1.Cl[CH2:25][C:26]1[CH:31]=[CH:30][C:29]([O:32][CH3:33])=[CH:28][CH:27]=1.C(=O)([O-])[O-].[K+].[K+].O>CN(C=O)C>[Cl:1][C:2]1[CH:23]=[CH:22][C:5]2[N:6]([CH2:25][C:26]3[CH:31]=[CH:30][C:29]([O:32][CH3:33])=[CH:28][CH:27]=3)[C:7](=[O:21])[CH:8]([CH2:12][CH2:13][C:14]3[CH:19]=[CH:18][CH:17]=[CH:16][C:15]=3[Cl:20])[NH:9][C:10](=[O:11])[C:4]=2[CH:3]=1 |f:2.3.4|. Procedure details: 7-Chloro-3-(2-chlorophenethyl)-3,4-dihydro-1H-benzo[e][1,4]diazepine-2,5-dione (1.0 g, 1 eq), 1-(chloromethyl)-4-methoxybenzene (448 mg, 1 eq), and potassium carbonate (1.19 g, 3 eq) were suspended in DMF (11.5 mL), and the mixture was stirred at room temperature overnight. Water was then added and the mixture was stirred for 30 minutes. The solid was collected by filtration, and the solid was returned to a flask and concentrated from toluene to remove water. The crude material was purified by c... Reactants: C1(=CC=CC=C1)C(N1CC(C1)C(C(C)(C)F)C=1C=C(C(=O)OCC)C=C(C1)F)C1=CC=CC=C1 (Ethyl 3-{1-[1-(diphenylmethyl)azetidin-3-yl]-2-fluoro-2-methylpropyl}-5-fluorobenzoate), OCC1(O)[C@H](O)[C@H](O)[C@H](O)CO1 (Psi), [H][H] (hydrogen). Reagents/catalysts: [OH-].[OH-].[Pd+2] (Pd(OH)2). The solvent is CCO (EtOH). Yields the product N1CC(C1)C(C(C)(C)F)C=1C=C(C(=O)OCC)C=C(C1)F (Ethyl 3-(1-azetidin-3-yl-2-fluoro-2-methylpropyl)-5-fluorobenzoate). RXN SMILES: C1(C(C2C=CC=CC=2)[N:8]2[CH2:11][CH:10]([CH:12]([C:17]3[CH:18]=[C:19]([CH:25]=[C:26]([F:28])[CH:27]=3)[C:20]([O:22][CH2:23][CH3:24])=[O:21])[C:13]([F:16])([CH3:15])[CH3:14])[CH2:9]2)C=CC=CC=1.OCC1(OC[C@@H](O)[C@@H](O)[C@H]1O)O.[H][H]>CCO.[OH-].[OH-].[Pd+2]>[NH:8]1[CH2:11][CH:10]([CH:12]([C:17]2[CH:18]=[C:19]([CH:25]=[C:26]([F:28])[CH:27]=2)[C:20]([O:22][CH2:23][CH3:24])=[O:21])[C:13]([F:16])([CH3:15])[CH3:14])[CH2:9]1 |f:4.5.6|. Procedure: Ethyl 3-{1-[1-(diphenylmethyl)azetidin-3-yl]-2-fluoro-2-methylpropyl}-5-fluorobenzoate (7.6 g, 16.40 mmol) was hydrogenated in 150 mL of EtOH in the presence 3.4 g of Pd(OH)2 under 50 Psi pressure hydrogen for 24 h. Then it was filtered to remove the solid and washed with CH2Cl2. The combined organic layer was concentrated and washed with hexanes/ether to afford the title compound as an white solid. Mass Spectrum: m/e=298 (M+1). Starting materials: C(C)OC(=O)C1=CNC(=C1)C(\C=C\N(C)C)=O (5-((E)-3-Dimethylamino-acryloyl)-1H-pyrrole-3-carboxylic acid ethyl ester), Cl.NC(=N)N (guanidine hydrochloride), CC[O-].[Na+] (sodium ethylate), CC[O-].[Na+] (sodium ethylate). Run in C(C)O (ethanol), O (water). Conditions: temperature 110 celsius, time 24 hour. Product: C(C)OC(=O)C1=CNC(=C1)C1=NC(=NC=C1)N (5-(2-Amino-pyrimidin-4-yl)-1H-pyrrole-3-carboxylic acid ethyl ester). Isolated yield 80.0%. As a reaction SMILES: [CH2:1]([O:3][C:4]([C:6]1[CH:10]=[C:9]([C:11](=O)/[CH:12]=[CH:13]/N(C)C)[NH:8][CH:7]=1)=[O:5])[CH3:2].Cl.[NH2:19][C:20]([NH2:22])=[NH:21].CC[O-].[Na+]>C(O)C.O>[CH2:1]([O:3][C:4]([C:6]1[CH:10]=[C:9]([C:11]2[CH:12]=[CH:13][N:19]=[C:20]([NH2:22])[N:21]=2)[NH:8][CH:7]=1)=[O:5])[CH3:2] |f:1.2,3.4|. Reported procedure: To a suspension of 5-((E)-3-Dimethylamino-acryloyl)-1H-pyrrole-3-carboxylic acid ethyl ester (0.25 g, 1.06 mmol) in 4 mL of ethanol, guanidine hydrochloride (0.121 g, 1.27 mmol) and sodium ethylate (0.086 g, 1.27 mmol) were added. The mixture was heated to 110° C. overnight. Then, a further amount of sodium ethylate (0.086 g, 1.27 mmol) was added to the mixture and heating to 115° C. was prolonged for additional 24 hours. The resulting mixture was cooled at room temperature and diluted with wate...